From a dataset of the Open Reaction Database (ORD), a public repository of structured organic reaction records. describe an organic reaction: reactants, conditions, products, and yield The reactants are CC(C)(C)OC(=O)NC1CCC(C(=O)O)CC1, CCN=C=NCCCN(C)C, CN(C)c1ccncc1, CN(C)C=O, Nc1cccnc1Cl, Cl, [Na+], O=C([O-])O. Yields the product CC(C)(C)OC(=O)NC1CCC(C(=O)Nc2cccnc2Cl)CC1. Reaction SMILES: [C:1]([CH3:2])([CH3:3])([CH3:4])[O:5][C:6](=[O:7])[NH:8][CH:9]1[CH2:10][CH2:11][CH:12]([C:15](=[O:16])[OH:17])[CH2:13][CH2:14]1.[CH3:27][N:28]([CH3:29])[CH2:30][CH2:31][CH2:32][N:33]=[C:34]=[N:35][CH2:36][CH3:37].[CH3:43][N:44]([CH3:45])[c:46]1[cH:47][cH:48][n:49][cH:50][cH:51]1.[CH3:52][N:53]([CH3:54])[CH:55]=[O:56].[Cl:18][c:19]1[n:20][cH:21][cH:22][cH:23][c:24]1[NH2:25].[ClH:26].[Na+:38].[OH:39][C:40](=[O:41])[O-:42]>>[C:1]([CH3:2])([CH3:3])([CH3:4])[O:5][C:6](=[O:7])[NH:8][CH:9]1[CH2:10][CH2:11][CH:12]([C:15](=[O:17])[NH:25][c:24]2[c:19]([Cl:18])[n:20][cH:21][cH:22][cH:23]2)[CH2:13][CH2:14]1. Reactants: C(C)C=1C=C(C(=O)O)C=C(C1OC)CC (3,5-diethyl-4-methoxybenzoic acid), C(C1=CC=CC=C1)C=1OC(=C(C1)C)C (2-benzyl-4,5-dimethylfuran), C(C(=O)Cl)(=O)Cl (oxalyl chloride), [Sn](Cl)(Cl)(Cl)Cl (tin(IV) chloride). Reagents/catalysts: N,N-DMF. RXN SMILES: [CH2:1]([C:3]1[CH:4]=[C:5]([CH:9]=[C:10]([CH2:14][CH3:15])[C:11]=1[O:12][CH3:13])[C:6]([OH:8])=O)[CH3:2].C(Cl)(=O)C(Cl)=O.[Sn](Cl)(Cl)(Cl)Cl.[CH2:27]([C:34]1[O:35][C:36]([CH3:40])=[C:37]([CH3:39])[CH:38]=1)[C:28]1[CH:33]=[CH:32][CH:31]=[CH:30][CH:29]=1>>[CH2:27]([C:34]1[O:35][C:36]([CH3:40])=[C:37]([CH3:39])[C:38]=1[C:6]([C:5]1[CH:9]=[C:10]([CH2:14][CH3:15])[C:11]([O:12][CH3:13])=[C:3]([CH2:1][CH3:2])[CH:4]=1)=[O:8])[C:28]1[CH:29]=[CH:30][CH:31]=[CH:32][CH:33]=1. Yields the product C(C1=CC=CC=C1)C=1OC(=C(C1C(=O)C1=CC(=C(C(=C1)CC)OC)CC)C)C ((2-Benzyl-4,5-dimethyl-furan-3-yl)-(3,5-diethyl-4-methoxy-phenyl)-methanone). Procedure: The title compound was prepared according to the procedure in Example 1, step 4, using 3,5-diethyl-4-methoxybenzoic acid (10.66 g, 51.3 mmol), oxalyl chloride (4.90 mL, 56.3 mmol), N,N-DMF (2 drops), tin(IV) chloride (6.60 mL, 56.3 mmol) and 2-benzyl-4,5-dimethylfuran (11.4 g, 61.3 mmol) to give 22.0 g, of the title compound. 1H NMR δ1.13 (t, 6 H), 1.83 (s, 3 H), 2.19 (s, 3 H), 2.61 (q, 4 H), 3.74 (s, 3 H), 3.82 (s, 2 H), 7.05 (d, 2 H), 7.23-7.27 (m, 3 H), 7.42 (s, 2 H). mass spectrum (EI) m/z 3... Starting materials: COC(=O)N[C@@H](C(=O)N1[C@@H](CCC1)C=1NC(=CN1)C=1C=CC2=C(COC3=C4C(=CC=C23)C=C(C=C4)C4=CN=C(N4)[C@H]4N(CCC4)C([C@H](C(C)C)NC(OC)=O)=O)C1)C1=CC=CC=C1 (methyl (S)-1-((S)-2-(5-(8-(2-((S)-1-((R)-2-methoxycarbonylamino-2-phenylacetyl)-pyrrolidin-2-yl)-1H-imidazol-5-yl)-6H-dibenzo[c,h]chromen-2-yl)-1H-imidazol-2-yl)pyrrolidin-1-yl)-3-methyl-1-oxobutan-2-ylcarbamate), COC(=O)N[C@H](C(=O)O)C(C)C ((S)-2-(methoxycarbonylamino)-3-methylbutanoic acid). The solvent is amide. Yields the product COC(=O)N[C@@H](C(=O)N1[C@@H](CCC1)C=1NC(=CN1)C=1C=CC2=C(COC3=C4C(=CC=C23)C=C(C=C4)C4=CN=C(N4)[C@H]4N(CCC4)C([C@H](C4CCOCC4)NC(OC)=O)=O)C1)C1=CC=CC=C1 (Methyl (S)-2-((S)-2-(5-(8-(2-((S)-1-((R)-2-methoxycarbonylamino-2-phenylacetyl)pyrrolidin-2-yl)-1H-imidazol-5-yl)-6H-dibenzo[c,h]chromen-2-yl)-1H-imidazol-2-yl)pyrrolidin-1-yl)-2-oxo-1-(tetrahydro-2H-pyran-4-yl)ethylcarbamate). RXN SMILES: [CH3:1][O:2][C:3]([NH:5][C@H:6]([C:58]1[CH:63]=[CH:62][CH:61]=[CH:60][CH:59]=1)[C:7]([N:9]1[CH2:13][CH2:12][CH2:11][C@H:10]1[C:14]1[NH:15][C:16]([C:19]2[CH:20]=[CH:21][C:22]3[C:31]4[C:26](=[C:27]5[CH:35]=[CH:34][C:33]([C:36]6[NH:40][C:39]([C@@H:41]7[CH2:45][CH2:44][CH2:43][N:42]7[C:46](=[O:56])[C@@H:47]([NH:51][C:52](=[O:55])[O:53][CH3:54])[CH:48]([CH3:50])[CH3:49])=[N:38][CH:37]=6)=[CH:32][C:28]5=[CH:29][CH:30]=4)[O:25][CH2:24][C:23]=3[CH:57]=2)=[CH:17][N:18]=1)=[O:8])=[O:4].[CH3:64][O:65][C:66](N[C@@H](C(C)C)C(O)=O)=O>>[CH3:1][O:2][C:3]([NH:5][C@H:6]([C:58]1[CH:59]=[CH:60][CH:61]=[CH:62][CH:63]=1)[C:7]([N:9]1[CH2:13][CH2:12][CH2:11][C@H:10]1[C:14]1[NH:15][C:16]([C:19]2[CH:20]=[CH:21][C:22]3[C:31]4[C:26](=[C:27]5[CH:35]=[CH:34][C:33]([C:36]6[NH:40][C:39]([C@@H:41]7[CH2:45][CH2:44][CH2:43][N:42]7[C:46](=[O:56])[C@@H:47]([NH:51][C:52](=[O:55])[O:53][CH3:54])[CH:48]7[CH2:50][CH2:66][O:65][CH2:64][CH2:49]7)=[N:38][CH:37]=6)=[CH:32][C:28]5=[CH:29][CH:30]=4)[O:25][CH2:24][C:23]=3[CH:57]=2)=[CH:17][N:18]=1)=[O:8])=[O:4]. Reported procedure: This compound was made in an analogous manner to methyl (S)-1-((S)-2-(5-(8-(2-((S)-1-((R)-2-methoxycarbonylamino-2-phenylacetyl)-pyrrolidin-2-yl)-1H-imidazol-5-yl)-6H-dibenzo[c,h]chromen-2-yl)-1H-imidazol-2-yl)pyrrolidin-1-yl)-3-methyl-1-oxobutan-2-ylcarbamate, substituting (S)-2-(methoxycarbonylamino)-2-(tetrahydro-2H-pyran-4-yl)acetic acid for (S)-2-(methoxycarbonylamino)-3-methylbutanoic acid in the first amide coupling. LCMS-ESI+: calculated for C50H52N8O8: 893.00; observed [M+1]+: 894.07. The reactants are ClC(F)F (chlorodifluoromethane), OC1CCN(CC1)C=O (4-hydroxypiperidine-1-carbaldehyde), C1COCCOCCOCCOCCO1 (15-crown-5), [H-].[Na+] (sodium hydride). The solvent is O1CCCC1 (tetrahydrofuran). Reaction conditions: time 30 minute. Yields the product FC(OC1CCN(CC1)C=O)F (4-(difluoromethoxy)piperidine-1-carbaldehyde). Yield: 18.0%. RXN SMILES: [OH:1][CH:2]1[CH2:7][CH2:6][N:5]([CH:8]=[O:9])[CH2:4][CH2:3]1.[H-].[Na+].C1OCCOCCOCCOCCOC1.Cl[CH:28]([F:30])[F:29]>O1CCCC1>[F:29][CH:28]([F:30])[O:1][CH:2]1[CH2:7][CH2:6][N:5]([CH:8]=[O:9])[CH2:4][CH2:3]1 |f:1.2|. Procedure: 4-hydroxypiperidine-1-carbaldehyde (10.8 g, 83.62 mmol) was dissolved in tetrahydrofuran (150 mL). To this was added sodium hydride (5.22 g, 108.70 mmol) and the reaction was stirred for 30 minutes. 15-crown-5 (9.21 g, 41.81 mmol) was added and the reaction was stirred for a further 30 minutes before the slow addition of chlorodifluoromethane (8.68 g, 100.34 mmol), after the addition the reaction was stirred for 30 minutes. The reaction mixture was quenched with saturated brine (75 mL), extracte... Starting materials: IC1=CC=C(C=C1)C1=NN(C2=C1CN(CC2)C(C)=O)CC2OC2 (1-[3-(4-Iodo-phenyl)-1-oxiranylmethyl-1,4,6,7-tetrahydro-pyrazolo[4,3-c]pyridin-5-yl]-ethanone), OC1=C(C=CC=C1)N1CCNCC1 (4-(2-hydroxyphenyl)-piperazine), C(F)(F)(F)S(=O)(=O)[O-].C(F)(F)(F)S(=O)(=O)[O-].C(F)(F)(F)S(=O)(=O)[O-].[Yb+3].O (Yb(OTf)3.H2O). The solvent is C(Cl)Cl (CH2Cl2), C(Cl)Cl (CH2Cl2). Conditions: time 72 hour. Yields the product OC(CN1N=C(C=2CN(CCC21)C(C)=O)C2=CC=C(C=C2)I)CN2CCN(CC2)C2=C(C=CC=C2)O (1-[1-{2-Hydroxy-3-[4-(2-hydroxy-phenyl)-piperazin-1-yl]-propyl}-3-(4-iodo-phenyl)-1,4,6,7-tetrahydro-pyrazolo[4,3-c]pyridin-5-yl]-ethanone). Reaction SMILES: [I:1][C:2]1[CH:7]=[CH:6][C:5]([C:8]2[C:12]3[CH2:13][N:14]([C:17](=[O:19])[CH3:18])[CH2:15][CH2:16][C:11]=3[N:10]([CH2:20][CH:21]3[CH2:23][O:22]3)[N:9]=2)=[CH:4][CH:3]=1.[OH:24][C:25]1[CH:30]=[CH:29][CH:28]=[CH:27][C:26]=1[N:31]1[CH2:36][CH2:35][NH:34][CH2:33][CH2:32]1.C(S([O-])(=O)=O)(F)(F)F.C(S([O-])(=O)=O)(F)(F)F.C(S([O-])(=O)=O)(F)(F)F.[Yb+3].O>C(Cl)Cl>[OH:22][CH:21]([CH2:23][N:34]1[CH2:33][CH2:32][N:31]([C:26]2[CH:27]=[CH:28][CH:29]=[CH:30][C:25]=2[OH:24])[CH2:36][CH2:35]1)[CH2:20][N:10]1[C:11]2[CH2:16][CH2:15][N:14]([C:17](=[O:19])[CH3:18])[CH2:13][C:12]=2[C:8]([C:5]2[CH:6]=[CH:7][C:2]([I:1])=[CH:3][CH:4]=2)=[N:9]1 |f:2.3.4.5.6|. Procedure details: 1-[3-(4-Iodo-phenyl)-1-oxiranylmethyl-1,4,6,7-tetrahydro-pyrazolo[4,3-c]pyridin-5-yl]-ethanone (62 mg, 0.15 mmol) and 4-(2-hydroxyphenyl)-piperazine (34 mg, 0.19 mmol) were combined in CH2Cl2 (0.5 mL) and the solution treated with Yb(OTf)3.H2O (44 mg, 0.071 mmol). The mixture was shaken for 72 h then diluted with CH2Cl2 (1 mL). Purification by preparative TLC (silica, 10% MeOH/CH2Cl2) grave 45 mg (51%) of an off-white powder. TLC (silica, 8% MeOH/CH2Cl2): Rf=0.2. MS (electrospray): m/z calculate... Reactants: COC1=C(C2=CC=C(C=C2C=C1)C1=CC=C(C=C1)OC)F (2-methoxy-6-(4-methoxyphenyl)-1-fluoronaphthalene), B(Br)(Br)Br (boron tribromide). Product: FC1=C(C=CC2=CC(=CC=C12)C1=CC=C(C=C1)O)O (1-Fluoro-6-(4-hydroxyphenyl)-2-naphthol), white solid. Isolated yield 15.0%. Reaction SMILES: C[O:2][C:3]1[CH:12]=[CH:11][C:10]2[C:5](=[CH:6][CH:7]=[C:8]([C:13]3[CH:18]=[CH:17][C:16]([O:19]C)=[CH:15][CH:14]=3)[CH:9]=2)[C:4]=1[F:21].B(Br)(Br)Br>>[F:21][C:4]1[C:5]2[C:10](=[CH:9][C:8]([C:13]3[CH:18]=[CH:17][C:16]([OH:19])=[CH:15][CH:14]=3)=[CH:7][CH:6]=2)[CH:11]=[CH:12][C:3]=1[OH:2]. Procedure: The title compound was prepared by reacting 2-methoxy-6-(4-methoxyphenyl)-1-fluoronaphthalene (0.250 g, 0.886 mmol) with boron tribromide (2.7 mL of 1 N solution, 2.7 mmol) according to method D to yield 0.13 g (15%) of a white solid: mp 219-224° C.;